Dataset: the Open Reaction Database (ORD), a public repository of structured organic reaction records. Task: describe an organic reaction: reactants, conditions, products, and yield Reactants: C1(CCCCC1)COCCCCCCC1=CC=C(N)C=C1 (4-(6-(cyclohexylmethoxy)hexyl)aniline), C(#N)C1(CC1)C(=O)O (1-cyanocyclopropanecarboxylic acid). The product is C(#N)C1(CC1)C(=O)NC1=CC=C(C=C1)CCCCCCOCC1CCCCC1 (1-cyano-N-(4-(6-(cyclohexylmethoxy)hexyl)phenyl)cyclopropanecarboxamide). The yield is 99.2%. Reaction SMILES: [CH:1]1([CH2:7][O:8][CH2:9][CH2:10][CH2:11][CH2:12][CH2:13][CH2:14][C:15]2[CH:21]=[CH:20][C:18]([NH2:19])=[CH:17][CH:16]=2)[CH2:6][CH2:5][CH2:4][CH2:3][CH2:2]1.[C:22]([C:24]1([C:27](O)=[O:28])[CH2:26][CH2:25]1)#[N:23]>>[C:22]([C:24]1([C:27]([NH:19][C:18]2[CH:20]=[CH:21][C:15]([CH2:14][CH2:13][CH2:12][CH2:11][CH2:10][CH2:9][O:8][CH2:7][CH:1]3[CH2:6][CH2:5][CH2:4][CH2:3][CH2:2]3)=[CH:16][CH:17]=2)=[O:28])[CH2:26][CH2:25]1)#[N:23]. Reported procedure: General procedure E was used to convert 1.30 mmol of 13b and 1.95 mmol of 1-cyanocyclopropanecarboxylic acid to 1.29 mmol (99%) of the title compound. Reactants: C(C)OC(C=C1CCNC2=C(C=CC=C12)F)=O ((8-fluoro-2,3-dihydro-1H-quinolin-4-ylidene)acetic acid ethyl ester), ClC(=O)OC(Cl)(Cl)Cl (trichioromethyl chloroformate), C(C)(C)N(CC)C(C)C (diisopropylethylamine), NCC1=C(C=C(C=C1)C(=O)N1CC=2N(CC3=C1C=CC=C3)C=CC2)C ((4-aminomethyl-3-methylphenyl)-(5H,11H-benzo[e]pyrrolo[1,2-a][1,4]diazepin-10-yl)methanone), C(C)(C)N(CC)C(C)C (diisopropylethylamine). The solvent is C1(=CC=CC=C1)C (toluene), CCOC(=O)C (EtOAc), ClCCl (dichloromethane). Reaction conditions: time 18 hour. Product: C(C)OC(C=C1CCN(C2=C(C=CC=C12)F)C(NCC1=C(C=C(C=C1)C(=O)N1CC=2N(CC3=C1C=CC=C3)C=CC2)C)=O)=O ({1-[4-(5H,11H-Benzo[e]pyrrolo[1,2-a][1,4]diazepine-10-carbonyl)-2-methylbenzylcarbamoyl]-8-fluoro-2,3-dihydro-1H-quinolin-4-ylidene}acetic Acid Ethyl Ester). Reaction SMILES: [CH2:1]([O:3][C:4](=[O:17])[CH:5]=[C:6]1[C:15]2[C:10](=[C:11]([F:16])[CH:12]=[CH:13][CH:14]=2)[NH:9][CH2:8][CH2:7]1)[CH3:2].ClC([O:21][C:22](Cl)(Cl)Cl)=O.C(N(C(C)C)CC)(C)C.[NH2:35][CH2:36][C:37]1[CH:42]=[CH:41][C:40]([C:43]([N:45]2[C:51]3[CH:52]=[CH:53][CH:54]=[CH:55][C:50]=3[CH2:49][N:48]3[CH:56]=[CH:57][CH:58]=[C:47]3[CH2:46]2)=[O:44])=[CH:39][C:38]=1[CH3:59]>C1(C)C=CC=CC=1.ClCCl.CCOC(C)=O>[CH2:1]([O:3][C:4](=[O:17])[CH:5]=[C:6]1[C:15]2[C:10](=[C:11]([F:16])[CH:12]=[CH:13][CH:14]=2)[N:9]([C:22](=[O:21])[NH:35][CH2:36][C:37]2[CH:42]=[CH:41][C:40]([C:43]([N:45]3[C:51]4[CH:52]=[CH:53][CH:54]=[CH:55][C:50]=4[CH2:49][N:48]4[CH:56]=[CH:57][CH:58]=[C:47]4[CH2:46]3)=[O:44])=[CH:39][C:38]=2[CH3:59])[CH2:8][CH2:7]1)[CH3:2]. Reported procedure: A mixture of (8-fluoro-2,3-dihydro-1H-quinolin-4-ylidene)acetic acid ethyl ester from Example 4A (50 mg, 0.21 mmol), trichioromethyl chloroformate (28 μl, 0.23 mmol), diisopropylethylamine (41 μl, 0.23 mmol) and a small spatula of activated carbon in toluene (2 ml) was heated at reflux for 2 h. After cooling, EtOAc was added and the mixture filtered through Celite® and evaporated. The residue was taken up in THF to which was added a solution of (4-aminomethyl-3-methylphenyl)-(5H,11H-benzo[e]pyrr... Starting materials: ClCCl, C[Si](C)(C)CCOCN1C(=O)C2(Cc3cc4ccc(CO)nc4cc3C2)c2cccnc21, O=S(Cl)Cl. Product: C[Si](C)(C)CCOCN1C(=O)C2(Cc3cc4ccc(CCl)nc4cc3C2)c2cccnc21. As a reaction SMILES: [Cl:37][CH2:38][Cl:39].[OH:1][CH2:2][c:3]1[n:4][c:5]2[cH:6][c:7]3[c:8]([cH:9][c:10]2[cH:11][cH:12]1)[CH2:13][C:14]1([CH2:15]3)[C:16](=[O:32])[N:17]([CH2:24][O:25][CH2:26][CH2:27][Si:28]([CH3:29])([CH3:30])[CH3:31])[c:18]2[n:19][cH:20][cH:21][cH:22][c:23]21.[S:33]([Cl:34])([Cl:35])=[O:36]>>[CH2:2]([c:3]1[n:4][c:5]2[cH:6][c:7]3[c:8]([cH:9][c:10]2[cH:11][cH:12]1)[CH2:13][C:14]1([CH2:15]3)[C:16](=[O:32])[N:17]([CH2:24][O:25][CH2:26][CH2:27][Si:28]([CH3:29])([CH3:30])[CH3:31])[c:18]2[n:19][cH:20][cH:21][cH:22][c:23]21)[Cl:35]. Starting materials: IC (Iodomethane), C1(CC1)C(C1=CN=C2N1C[C@@H](CC[C@H]2NC(OC(C)(C)C)=O)C2=C(C(=CC=C2)F)F)O (tert-butyl (6S,9R)-3-[cyclopropyl(hydroxy)methyl]-6-(2,3-difluorophenyl)-6,7,8,9-tetrahydro-5H-imidazo[1,2-a]azepin-9-ylcarbamate), [H-].[Na+] (sodium hydride), IC (iodomethane), [H-].[Na+] (sodium hydride). Run in O1CCCC1 (tetrahydrofuran). Reaction conditions: time 1 hour. Yields the product C1(CC1)C(C1=CN=C2N1C[C@@H](CC[C@H]2NC(OC(C)(C)C)=O)C2=C(C(=CC=C2)F)F)OC (tert-Butyl (6S,9R)-3-[cyclopropyl(methoxy)methyl]-6-(2,3-difluorophenyl)-6,7,8,9-tetrahydro-5H-imidazo[1,2-a]azepin-9-ylcarbamate). Yield: 34.3%. As a reaction SMILES: I[CH3:2].[CH:3]1([CH:6]([OH:33])[C:7]2[N:11]3[CH2:12][C@H:13]([C:25]4[CH:30]=[CH:29][CH:28]=[C:27]([F:31])[C:26]=4[F:32])[CH2:14][CH2:15][C@@H:16]([NH:17][C:18](=[O:24])[O:19][C:20]([CH3:23])([CH3:22])[CH3:21])[C:10]3=[N:9][CH:8]=2)[CH2:5][CH2:4]1.[H-].[Na+]>O1CCCC1>[CH:3]1([CH:6]([O:33][CH3:2])[C:7]2[N:11]3[CH2:12][C@H:13]([C:25]4[CH:30]=[CH:29][CH:28]=[C:27]([F:31])[C:26]=4[F:32])[CH2:14][CH2:15][C@@H:16]([NH:17][C:18](=[O:24])[O:19][C:20]([CH3:23])([CH3:22])[CH3:21])[C:10]3=[N:9][CH:8]=2)[CH2:5][CH2:4]1 |f:2.3|. Reported procedure: Iodomethane (9.0 μL, 0.15 mmol) was added to a solution of tert-butyl (6S,9R)-3-[cyclopropyl(hydroxy)methyl]-6-(2,3-difluorophenyl)-6,7,8,9-tetrahydro-5H-imidazo[1,2-a]azepin-9-ylcarbamate (66 mg, 0.15 mmol) and sodium hydride (60% dispersion in mineral oil; 8.3 mg, 0.23 mmol) in tetrahydrofuran (1 mL) at 0° C. After 1 h, the mixture was allowed to warm to ambient temperature. After 2 h, additional iodomethane (6.0 μL, 0.10 mmol) and sodium hydride (60% dispersion in mineral oil; 3.0 mg, 0.08 mm... Product: COC(=O)C1(O)CN(Cc2ccc(-c3nc4ccc(C5(c6ccccc6)CC5)nc4s3)c(F)c2)C1. Reaction SMILES: [C:28]([OH:29])(=[O:30])[CH3:31].[F:1][c:2]1[cH:3][c:4]([CH:5]=[O:6])[cH:7][cH:8][c:9]1-[c:10]1[s:11][c:12]2[n:13][c:14]([C:19]3([c:22]4[cH:23][cH:24][cH:25][cH:26][cH:27]4)[CH2:20][CH2:21]3)[cH:15][cH:16][c:17]2[n:18]1.[OH:32][C:33]1([C:37](=[O:38])[O:39][CH3:40])[CH2:34][NH:35][CH2:36]1>>[F:1][c:2]1[cH:3][c:4]([CH2:5][N:35]2[CH2:34][C:33]([OH:32])([C:37](=[O:38])[O:39][CH3:40])[CH2:36]2)[cH:7][cH:8][c:9]1-[c:10]1[s:11][c:12]2[n:13][c:14]([C:19]3([c:22]4[cH:23][cH:24][cH:25][cH:26][cH:27]4)[CH2:20][CH2:21]3)[cH:15][cH:16][c:17]2[n:18]1. The reactants are CC(=O)O, O=Cc1ccc(-c2nc3ccc(C4(c5ccccc5)CC4)nc3s2)c(F)c1, COC(=O)C1(O)CNC1. Starting materials: C1(CCCCC1)N=C=NC1CCCCC1 (dicyclohexylcarbodiimide), C(#N)CC(=O)O (cyanoacetic acid), NCC1=NC=CC=C1 (2-aminomethylpyridine). Run in C(C)#N (acetonitrile), C(C)#N (acetonitrile), C(C)#N (acetonitrile). Conditions: time 5 hour. Yields the product C(#N)CC(=O)NCC1=NC=CC=C1 (2-(cyanoacetylaminomethyl)-pyridine). As a reaction SMILES: [C:1]([CH2:3][C:4]([OH:6])=O)#[N:2].[NH2:7][CH2:8][C:9]1[CH:14]=[CH:13][CH:12]=[CH:11][N:10]=1.C1(N=C=NC2CCCCC2)CCCCC1>C(#N)C>[C:1]([CH2:3][C:4]([NH:7][CH2:8][C:9]1[CH:14]=[CH:13][CH:12]=[CH:11][N:10]=1)=[O:6])#[N:2]. Reported procedure: To a solution of 6.8 g of cyanoacetic acid in 200 ml of acetonitrile was added a solution of 8.65 g of 2-aminomethylpyridine in 50 ml of acetonitrile, and to the resulting suspension there was added rapidly (with stirring) a solution of 18.5 g of dicyclohexylcarbodiimide in 50 ml of acetonitrile. After stirring 5 hours and standing overnight, the suspension was filtered. The filtrate was evaporated, and the crude residue was triturated with ether-ethyl acetate to give crystals, m.p. 78°-80°. Rec... Reactants: C(CCC)N (n-butyl amine), OC[C@@H]1C[C@@H](OC(O1)(C)C)CC(=O)OC (methyl 2-((4R,6S)-6-(hydroxymethyl)-2,2-dimethyl-1,3-dioxan-4-yl)acetate). Product: C(CCC)NC(C[C@@H]1OC(O[C@@H](C1)CO)(C)C)=O (N-butyl-2-((4R,6S)-6-(hydroxymethyl)-2,2-dimethyl-1,3-dioxan-4-yl)acetamide). Reaction SMILES: [CH2:1]([NH2:5])[CH2:2][CH2:3][CH3:4].[OH:6][CH2:7][C@H:8]1[O:13][C:12]([CH3:15])([CH3:14])[O:11][C@@H:10]([CH2:16][C:17](OC)=[O:18])[CH2:9]1>>[CH2:1]([NH:5][C:17](=[O:18])[CH2:16][C@H:10]1[CH2:9][C@@H:8]([CH2:7][OH:6])[O:13][C:12]([CH3:14])([CH3:15])[O:11]1)[CH2:2][CH2:3][CH3:4]. Procedure details: Mixture of n-butyl amine (100 grams), methyl 2-((4R,6S)-6-(hydroxymethyl)-2,2-dimethyl-1,3-dioxan-4-yl)acetate (20 grams) was heated to reflux and stirred. After completion of the reaction, distilled off n-butylamine under reduced pressure at below 60° C. The obtained residue was further purified using mixture of cyclohexane and ethyl acetate. The reactants are [Br-], CC[Mg+], C1CCOC1, Cc1cnc(C#N)nc1, CC(C)[O-], CC(C)[O-], CC(C)[O-], CC(C)[O-], O, [Ti+4]. Product: Cc1cnc(C2(N)CC2)nc1. Reaction SMILES: [Br-:10].[CH2:11]([CH3:12])[Mg+:13].[CH2:15]1[O:16][CH2:17][CH2:18][CH2:19]1.[CH3:1][c:2]1[cH:3][n:4][c:5]([C:8]#[N:9])[n:6][cH:7]1.[CH3:20][CH:21]([CH3:22])[O-:23].[CH3:25][CH:26]([CH3:27])[O-:28].[CH3:29][CH:30]([CH3:31])[O-:32].[CH3:33][CH:34]([CH3:35])[O-:36].[OH2:14].[Ti+4:24]>>[CH3:1][c:2]1[cH:3][n:4][c:5]([C:8]2([NH2:9])[CH2:11][CH2:12]2)[n:6][cH:7]1. Reactants: O=C(c1ncc[nH]1)c1ncc[nH]1, C1CCOC1, COc1cccc(C(CN)CC(C)C)c1, O=C(O)Cc1c(Cl)cncc1Cl. The product is COc1cccc(C(CNC(=O)Cc2c(Cl)cncc2Cl)CC(C)C)c1. Reaction SMILES: [C:13]([c:14]1[nH:15][cH:16][cH:17][n:18]1)([c:19]1[nH:20][cH:21][cH:22][n:23]1)=[O:24].[CH2:40]1[O:41][CH2:42][CH2:43][CH2:44]1.[CH3:25][O:26][c:27]1[cH:28][c:29]([CH:33]([CH2:34][NH2:35])[CH2:36][CH:37]([CH3:38])[CH3:39])[cH:30][cH:31][cH:32]1.[Cl:1][c:2]1[cH:3][n:4][cH:5][c:6]([Cl:12])[c:7]1[CH2:8][C:9](=[O:10])[OH:11]>>[Cl:1][c:2]1[cH:3][n:4][cH:5][c:6]([Cl:12])[c:7]1[CH2:8][C:9](=[O:11])[NH:35][CH2:34][CH:33]([c:29]1[cH:28][c:27]([O:26][CH3:25])[cH:32][cH:31][cH:30]1)[CH2:36][CH:37]([CH3:38])[CH3:39].